Dataset: the Open Reaction Database (ORD), a public repository of structured organic reaction records. Task: describe an organic reaction: reactants, conditions, products, and yield Starting materials: n1c(nc2c(c1Cl)C(C(N2)O)F)Cl. Reagents/catalysts: c1ccc(cc1)-c2c3ccccc3cc4ccccc24 (9-Phenylanthracene), C[Si](C)(C)OS(=O)(=O)C(F)(F)F   (TMSOTf). Solvent: CC#N (MeCN). Run at temperature 100 celsius, time 18 hour. The product is Fc1c[nH]c2nc(Cl)nc(Cl)c12. As a reaction SMILES: O[CH:1]1[CH:11]([F:12])[c:10]([c:3]2[NH:2]1)[c:8]([Cl:9])[n:7][c:5]([Cl:6])[n:4]2>>[F:12][c:11]1[c:10]([c:3]2[nH:2][cH:1]1)[c:8]([Cl:9])[n:7][c:5]([Cl:6])[n:4]2.